From a dataset of the Open Reaction Database (ORD), a public repository of structured organic reaction records. describe an organic reaction: reactants, conditions, products, and yield Reactants: N1C=NC=C1 (imidazole), C(C)(C)(C)[Si](C1=CC=CC=C1)(C1=CC=CC=C1)Cl (tert-butylchlorodiphenylsilane), ClCC#CCO (4-chlorobut-2-yn-1-ol). The solvent is C(Cl)Cl.O (DCM water), C(Cl)Cl (DCM). Run at time 2 hour. Product: C(C)(C)(C)[Si](C1=CC=CC=C1)(C1=CC=CC=C1)OCC#CCCl (tert-Butyl((4-chlorobut-2-yn-1-yl)oxy)diphenylsilane). RXN SMILES: N1C=CN=C1.[C:6]([Si:10](Cl)([C:17]1[CH:22]=[CH:21][CH:20]=[CH:19][CH:18]=1)[C:11]1[CH:16]=[CH:15][CH:14]=[CH:13][CH:12]=1)([CH3:9])([CH3:8])[CH3:7].[Cl:24][CH2:25][C:26]#[C:27][CH2:28][OH:29]>C(Cl)Cl.C(Cl)Cl.O>[C:6]([Si:10]([O:29][CH2:28][C:27]#[C:26][CH2:25][Cl:24])([C:17]1[CH:22]=[CH:21][CH:20]=[CH:19][CH:18]=1)[C:11]1[CH:16]=[CH:15][CH:14]=[CH:13][CH:12]=1)([CH3:9])([CH3:8])[CH3:7] |f:4.5|. Procedure details: To a solution of imidazole (691 mg, 10.2 mmol) and tert-butylchlorodiphenylsilane (2.65 ml, 10.1 mmol) in DCM (15.3 mL) at 0° C. was added 4-chlorobut-2-yn-1-ol (824 μL, 9.18 mmol). After 2 h of stirring at rt it was diluted with DCM/water and the layers were separated. The aqueous layer was extracted with DCM (2×) and the combined organic layers were washed with brine, dried over Na2SO4 and concentrated in vacuo. The crude residue dissolved in dioxane and reconcentrated (2×) then used directly ... The reactants are C(#N)CCC1=NC=CC=C1 (2-(2-Cyanoethyl)pyridine), [H-].[Al+3].[Li+].[H-].[H-].[H-] (lithium aluminium hydride). The solvent is CCOCC (ether). Yields the product NCCCC1=NC=CC=C1 (2-(3-aminopropyl) pyridine). RXN SMILES: [C:1]([CH2:3][CH2:4][C:5]1[CH:10]=[CH:9][CH:8]=[CH:7][N:6]=1)#[N:2].[H-].[Al+3].[Li+].[H-].[H-].[H-]>CCOCC>[NH2:2][CH2:1][CH2:3][CH2:4][C:5]1[CH:10]=[CH:9][CH:8]=[CH:7][N:6]=1 |f:1.2.3.4.5.6|. Procedure: 2-(2-Cyanoethyl)pyridine is reduced with lithium aluminium hydride in ether, in the normal way, yielding 2-(3-aminopropyl) pyridine, b.p. 77° C/0.4 mm. (Dihydrochloride, m.p. 175°-177° C). The reactants are CC=1C=C(C=CC1[N+](=O)[O-])C(CC(=O)OCC)=O (ethyl 3-(3-methyl-4-nitro-phenyl)-3-oxo-propionate), O.NN (hydrazine monohydrate), C1(=CC=C(C=C1)S(=O)(=O)O)C (p-toluenesulfonic acid). Run in C(C)O (ethanol). Product: CC=1C=C(C=CC1[N+](=O)[O-])C=1CC(NN1)=O (5-(3-methyl-4-nitro-phenyl)-2,4-dihydro-pyrazol-3-one). The yield is 99.3%. Reaction SMILES: [CH3:1][C:2]1[CH:3]=[C:4]([C:11](=O)[CH2:12][C:13]([O:15]CC)=O)[CH:5]=[CH:6][C:7]=1[N+:8]([O-:10])=[O:9].O.[NH2:20][NH2:21].C1(C)C=CC(S(O)(=O)=O)=CC=1>C(O)C>[CH3:1][C:2]1[CH:3]=[C:4]([C:11]2[CH2:12][C:13](=[O:15])[NH:20][N:21]=2)[CH:5]=[CH:6][C:7]=1[N+:8]([O-:10])=[O:9] |f:1.2|. Procedure: To an ethanol solution of ethyl 3-(3-methyl-4-nitro-phenyl)-3-oxo-propionate (3.0 g), hydrazine monohydrate (0.9 g) and a small amount of p-toluenesulfonic acid were added and the mixture was refluxed for 5 hours. After cooling, the solvent was distilled off under the reduced pressure and the obtained residue was purified by silica gel column chromatography to obtain 5-(3-methyl-4-nitro-phenyl)-2,4-dihydro-pyrazol-3-one (2.6 g). mp; 218-219° C. The reactants are C(C)N(\C(\C(\C1=CC=CC=C1)=N/OCC=1N=C(SC1)NC(OCCC1=CC=CC=C1)=O)=N/[H])O (2-phenylethyl (4-{[({(1Z,2Z)-2-[ethyl(hydroxy)amino]-2-imino-1-phenylethylidene}amino)oxy]methyl}-1,3-thiazol-2-yl)carbamate), C(=O)(N1C=NC=C1)N1C=NC=C1 (1,1′-carbonyldiimidazole). The solvent is C(C)#N (acetonitrile). Reaction conditions: temperature 80 celsius, time 6 hour. The product is NC=1SC=C(N1)CO\N=C(/C=1N(OC(N1)=O)CC)\C1=CC=CC=C1 (3-[(Z)-{[(2-amino-1,3-thiazol-4-yl)methoxy]imino}(phenyl)methyl]-2-ethyl-1,2,4-oxadiazol-5(2H)-one). The yield is 84.4%. As a reaction SMILES: [CH2:1]([N:3]([OH:34])/[C:4](=[N:32]\[H])/[C:5](=[N:12]\[O:13][CH2:14][C:15]1[N:16]=[C:17]([NH:20]C(=O)OCCC2C=CC=CC=2)[S:18][CH:19]=1)/[C:6]1[CH:11]=[CH:10][CH:9]=[CH:8][CH:7]=1)[CH3:2].[C:35](N1C=CN=C1)(N1C=CN=C1)=[O:36]>C(#N)C>[NH2:20][C:17]1[S:18][CH:19]=[C:15]([CH2:14][O:13]/[N:12]=[C:5](/[C:6]2[CH:7]=[CH:8][CH:9]=[CH:10][CH:11]=2)\[C:4]2[N:3]([CH2:1][CH3:2])[O:34][C:35](=[O:36])[N:32]=2)[N:16]=1. Procedure details: To a solution of 2-phenylethyl (4-{[({(1Z,2Z)-2-[ethyl(hydroxy)amino]-2-imino-1-phenylethylidene}amino)oxy]methyl}-1,3-thiazol-2-yl)carbamate (160 mg, 71% purity, 0.24 mmol, 1 eq.) in acetonitrile (3 ml), was added 1,1′-carbonyldiimidazole (555 mg, 0.342 mmol, 1.4 eq.). After stirring at 80° C. for 6 hour, the reaction was quenched by addition of water and extracted with EtOAc. The organics were combined, dried over MgSO4 and concentrated. The residue was purified by chromatography on silica gel... Reactants: CC12C3=C(C=C(C=C3)OC)C(N1)CC4=CC=CC=C24 (8-methoxy-5-methyl-10,11-dihydro-5H-dibenzo[a,d]cyclohepten-5,10-imine), Cl.[NH+]1=CC=CC=C1 (pyridinium hydrochloride), C(=O)(O)[O-].[Na+] (NaHCO3). Solvent: O (water). Run at temperature 50 celsius, time 2.5 hour. The product is CC12C3=C(C=C(C=C3)O)C(N1)CC4=CC=CC=C24 (8-Hydroxy-5-methyl-10,11-dihydro-5H-dibenzo[a,d]cyclohepten-5,10 imine). Isolated yield 98.1%. Reaction SMILES: [CH3:1][C:2]12[C:19]3[C:14](=[CH:15][CH:16]=[CH:17][CH:18]=3)[CH2:13][CH:11]([NH:12]1)[C:4]1[CH:5]=[C:6]([O:9]C)[CH:7]=[CH:8][C:3]2=1.Cl.[NH+]1C=CC=CC=1.C([O-])(O)=O.[Na+]>O>[CH3:1][C:2]12[C:19]3[C:14](=[CH:15][CH:16]=[CH:17][CH:18]=3)[CH2:13][CH:11]([NH:12]1)[C:4]1[CH:5]=[C:6]([OH:9])[CH:7]=[CH:8][C:3]2=1 |f:1.2,3.4|. Procedure details: A mixture of 8-methoxy-5-methyl-10,11-dihydro-5H-dibenzo[a,d]cyclohepten-5,10-imine (1.75 g, 0.00696 mol) and pyridinium hydrochloride (10.5 g) is stirred at 190° for 2.5 hr. The melt is cooled to 50° C. and slurried with water (50 ml). The slurry is made basic with aqueous saturated NaHCO3 and extracted with ethyl acetate (3×50 ml). The combined extracts are dried over MgSO4 and filtered and the filtrate evaporated to dryness under reduced pressure to give 1.62 g (98%) of crude title compound. ... Starting materials: ClCCl, CC(=O)C(F)(F)F, O=C(C=P(c1ccccc1)(c1ccccc1)c1ccccc1)OCc1ccccc1. The product is CC(=CC(=O)OCc1ccccc1)C(F)(F)F. As a reaction SMILES: [CH2:38]([Cl:39])[Cl:40].[F:1][C:2]([C:3](=[O:4])[CH3:5])([F:6])[F:7].[c:8]1([P:9]([c:10]2[cH:11][cH:12][cH:13][cH:14][cH:15]2)([c:16]2[cH:17][cH:18][cH:19][cH:20][cH:21]2)=[CH:27][C:28](=[O:29])[O:30][CH2:31][c:32]2[cH:33][cH:34][cH:35][cH:36][cH:37]2)[cH:22][cH:23][cH:24][cH:25][cH:26]1>>[F:1][C:2]([C:3]([CH3:5])=[CH:27][C:28](=[O:29])[O:30][CH2:31][c:32]1[cH:33][cH:34][cH:35][cH:36][cH:37]1)([F:6])[F:7]. Run at time 1 hour. Product: N1(C=NC=C1)C1=NC=C(C=C1)C12C=CCN(CC1)C2 (5-[2-(−1H-imidazol-1-yl)pyrid-5-yl]-1-azabicyclo[3.2.1]oct-3-ene). Run in CN(C=O)C (dimethylformamide), CN(C=O)C (dimethylformamide). As a reaction SMILES: [NH:1]1[CH:5]=[CH:4][N:3]=[CH:2]1.[H-].[Na+].Br[C:9]1[CH:14]=[CH:13][C:12]([C:15]23[CH2:22][N:19]([CH2:20][CH2:21]2)[CH2:18][CH:17]=[CH:16]3)=[CH:11][N:10]=1>CN(C)C=O>[N:1]1([C:9]2[CH:14]=[CH:13][C:12]([C:15]34[CH2:22][N:19]([CH2:20][CH2:21]3)[CH2:18][CH:17]=[CH:16]4)=[CH:11][N:10]=2)[CH:5]=[CH:4][N:3]=[CH:2]1 |f:1.2|. The yield is 49.3%. Reported procedure: 0.64 g (9.42 mmol) of imidazole dissolved in 3 ml of dimethylformamide is introduced into a 10 ml three-necked round-bottomed flask. 0.415 g (10.4 mmol) of sodium hydride as a 60% dispersion in oil is then added and the mixture is stirred at room temperature for 1 hour. The mixture is then added to a solution of 5-(2-bromopyrid-5-yl)-1-azabicyclo[3.2.1]oct-3-ene (WO 03/057 697) (0.5 g, 1.89 mmol) in dimethylformamide and the reaction medium is heated at 85° C. for 15 hours and then at 110° C. fo... Starting materials: [H-].[Na+] (sodium hydride), N1C=NC=C1 (imidazole), BrC1=NC=C(C=C1)C12C=CCN(CC1)C2 (5-(2-bromopyrid-5-yl)-1-azabicyclo[3.2.1]oct-3-ene). The reactants are NC1C(NCCN(C1)C(=O)OCC1=CC=CC=C1)=O (benzyl 6-amino-5-oxo-1,4-diazepane-1-carboxylate), CSC (DMS). Solvent: C1CCOC1 (THF). Reaction conditions: time 15 hour. Product: NC1CNCCN(C1)C(=O)OCC1=CC=CC=C1 (benzyl 6-amino-1,4-diazepane-1-carboxylate). RXN SMILES: [NH2:1][CH:2]1[CH2:8][N:7]([C:9]([O:11][CH2:12][C:13]2[CH:18]=[CH:17][CH:16]=[CH:15][CH:14]=2)=[O:10])[CH2:6][CH2:5][NH:4][C:3]1=O.CSC>C1COCC1>[NH2:1][CH:2]1[CH2:8][N:7]([C:9]([O:11][CH2:12][C:13]2[CH:18]=[CH:17][CH:16]=[CH:15][CH:14]=2)=[O:10])[CH2:6][CH2:5][NH:4][CH2:3]1. Procedure: A solution of benzyl 6-amino-5-oxo-1,4-diazepane-1-carboxylate (12.86 g, 47.4 mmol) in THF (158 mL) was treated dropwise with BH3.DMS (22.5 mL, 237 mmol). The mixture was warmed to reflux and stirred for 15 hours. The mixture was then cooled to 0 OC, quenched by the slow addition of MeOH (50 mL; vigorous H2 evolution observed) and treated over 10 min with concentrated HCl (12 mL). The reaction vessel was then heated to reflux for 8 hours. The volatiles were partially removed under reduced pressu... Starting materials: ClC1=NC=C(C(=O)OCC)C(=C1)O (ethyl 6-chloro-4-hydroxynicotinate), C([O-])([O-])=O.[K+].[K+] (potassium carbonate), ICC (iodoethane). The solvent is CN(C=O)C (dimethylformamide). Run at temperature 90 celsius, time 7 hour. Product: ClC1=CC(C(=CN1CC)C(=O)O)=O (6-chloro-1,4-dihydro-1-ethyl-4-oxo-3-pyridine-carboxylic acid). RXN SMILES: [Cl:1][C:2]1[CH:12]=[C:11]([OH:13])[C:5]([C:6]([O:8]CC)=[O:7])=[CH:4][N:3]=1.C(=O)([O-])[O-].[K+].[K+].I[CH2:21][CH3:22]>CN(C)C=O>[Cl:1][C:2]1[N:3]([CH2:21][CH3:22])[CH:4]=[C:5]([C:6]([OH:8])=[O:7])[C:11](=[O:13])[CH:12]=1 |f:1.2.3|. Procedure: A mixture of ethyl 6-chloro-4-hydroxynicotinate (3.7 g), powdered potassium carbonate (3.7 g), iodoethane (5 ml) and dimethylformamide (50 ml) is well stirred for 7 hours at 90° C. After cooling, the reaction mixture is filtered and the solvent evaporated off. The residue is treated with icy water (30 ml) and extracted with dichloromethane (2×30 ml). The combined extract are dried and evaporated to dryness. The residue is boiled 90 minutes with 1N sodium hydroxide (18 ml). After cooling the solu... Starting materials: BrCc1ccccc1, O=C([O-])[O-], CCCCOc1cc(CCC(=O)OC)ccc1CCCc1ccc(O)c(OC)c1, CCC(C)=O, CCOC(C)=O, [K+], [K+]. Yields the product CCCCOc1cc(CCC(=O)OC)ccc1CCCc1ccc(OCc2ccccc2)c(OC)c1. As a reaction SMILES: [Br:7][CH2:8][c:9]1[cH:10][cH:11][cH:12][cH:13][cH:14]1.[C:1](=[O:2])([O-:3])[O-:4].[CH2:15]([CH2:16][CH2:17][CH3:18])[O:19][c:20]1[cH:21][c:22]([CH2:38][CH2:39][C:40](=[O:41])[O:42][CH3:43])[cH:23][cH:24][c:25]1[CH2:26][CH2:27][CH2:28][c:29]1[cH:30][c:31]([O:36][CH3:37])[c:32]([OH:35])[cH:33][cH:34]1.[CH2:44]([C:45]([CH3:46])=[O:47])[CH3:48].[CH3:49][CH2:50][O:51][C:52](=[O:53])[CH3:54].[K+:5].[K+:6]>>[CH2:8]([c:9]1[cH:10][cH:11][cH:12][cH:13][cH:14]1)[O:35][c:32]1[c:31]([O:36][CH3:37])[cH:30][c:29]([CH2:28][CH2:27][CH2:26][c:25]2[c:20]([O:19][CH2:15][CH2:16][CH2:17][CH3:18])[cH:21][c:22]([CH2:38][CH2:39][C:40](=[O:41])[O:42][CH3:43])[cH:23][cH:24]2)[cH:34][cH:33]1.